describe an organic reaction: reactants, conditions, products, and yield From a dataset of the Open Reaction Database (ORD), a public repository of structured organic reaction records. The reactants are product, C(C)(=O)OC(CCCN(C#N)CCCCCCC(=O)OCC)CCCC(C)(C)C (ethyl 7-[N-(4-acetoxy-8,8-dimethylnonyl)cyanamido]heptanoate), ClCCCC(CCCCC)OC(C)=O (1-chloro-4-acetoxynonane), ClCCCC(CCCC(C)(C)C)OC(C)=O (1-chloro-4-acetoxy-8,8-dimethylnonane). Yields the product O[C@@H](C#CCN(C#N)CCCCCCC(=O)O)CCCCC (7-[N-(4-(R)-hydroxy-2-nonynyl)cyanamido]heptanoic acid), O[C@@H](C#CCN(C(=O)N)CCCCCCC(=O)O)CCCCC (7-[1-(4(R)-hydroxy-2-nonynyl)ureido]heptanoic acid). RXN SMILES: ClCCCC([O:11]C(=O)C)CCCCC.ClCCCC(OC(=O)C)CCCC(C)(C)C.C([O:34][CH:35]([CH2:53][CH2:54][CH2:55][C:56]([CH3:59])(C)[CH3:57])[CH2:36][CH2:37][CH2:38][N:39]([CH2:42][CH2:43][CH2:44][CH2:45][CH2:46][CH2:47][C:48]([O:50]CC)=[O:49])[C:40]#[N:41])(=O)C>>[OH:34][C@H:35]([CH2:53][CH2:54][CH2:55][CH2:56][CH3:57])[C:36]#[C:37][CH2:38][N:39]([CH2:42][CH2:43][CH2:44][CH2:45][CH2:46][CH2:47][C:48]([OH:50])=[O:49])[C:40]#[N:41].[OH:34][C@H:35]([CH2:53][CH2:54][CH2:55][CH2:56][CH3:59])[C:36]#[C:37][CH2:38][N:39]([CH2:42][CH2:43][CH2:44][CH2:45][CH2:46][CH2:47][C:48]([OH:50])=[O:49])[C:40]([NH2:41])=[O:11]. Reported procedure: The synthesis of this compound is carried out as described in Example 1 except that, in Step A, the 1-chloro-4-acetoxynonane is replaced by an equimolar amount of 1-chloro-4-acetoxy-8,8-dimethylnonane (Example D). The product of Step A is thus ethyl 7-[N-(4-acetoxy-8,8-dimethylnonyl)cyanamido]heptanoate. The subsequent steps yield 7-[N-(4-hydroxy-8,8-dimethylnonyl)cyanamido]-heptanoic acid (B) and 7-[1-(4-hydroxy-8,8-dimethylnonyl)ureido]heptanoic acid (C). RXN SMILES: [NH2:1][C:2]1[N:7]=[C:6]([C:8]([C:10]2[C:15]([NH:16][S:17]([C:20]3[CH:25]=[CH:24][C:23]([C:26]([CH3:29])([CH3:28])[CH3:27])=[CH:22][CH:21]=3)(=[O:19])=[O:18])=[CH:14][C:13]([Cl:30])=[CH:12][N:11]=2)=[O:9])[CH:5]=[CH:4][CH:3]=1.[Si](N=C=O)(C)(C)C.[CH3:38][C:39](O)=[O:40]>C1COCC1.C(#N)C>[C:26]([C:23]1[CH:22]=[CH:21][C:20]([S:17]([NH:16][C:15]2[C:10]([C:8]([C:6]3[N:7]=[C:2]([NH:1][C:39](=[O:40])[CH3:38])[CH:3]=[CH:4][CH:5]=3)=[O:9])=[N:11][CH:12]=[C:13]([Cl:30])[CH:14]=2)(=[O:18])=[O:19])=[CH:25][CH:24]=1)([CH3:27])([CH3:29])[CH3:28]. Conditions: temperature 80 celsius, time 2 hour. Procedure details: N-[2-(6-Amino-pyridine-2-carbonyl)-5-chloro-pyridin-3-yl]-4-tert-butyl-benzenesulfonamide (26 mg, 0.05 mmol) in THF (2 mL) was treated with TMS-isocyanate (100 mg) and AcOH (0.5 mL), and then stirred at 80° C. for 2 h. The mixture was subsequently diluted with acetonitrile (1 mL) and purified via HPLC to afford the title compound: 1H NMR (400 MHz, CDCl3) δ 11.1 (s, 1H), 8.48 (d, 1H), 8.32 (d, 1H), 8.24 (m, 2H), 7.86 (m, 3H), 7.55 (d, 2H), 5.30 (s, 2H), 4.75 (s, 2H), 1.22 (s, 9H); ESMS m/z (relat... Reactants: NC1=CC=CC(=N1)C(=O)C1=NC=C(C=C1NS(=O)(=O)C1=CC=C(C=C1)C(C)(C)C)Cl (N-[2-(6-Amino-pyridine-2-carbonyl)-5-chloro-pyridin-3-yl]-4-tert-butyl-benzenesulfonamide), [Si](C)(C)(C)N=C=O (TMS-isocyanate), CC(=O)O (AcOH). Product: C(C)(C)(C)C1=CC=C(C=C1)S(=O)(=O)NC=1C(=NC=C(C1)Cl)C(=O)C1=CC=CC(=N1)NC(C)=O (N-{6-[3-(4-tert-Butyl-benzenesulfonylamino)-5-chloro-pyridine-2-carbonyl]-pyridin-2-yl}-acetamide). Solvent: C1CCOC1 (THF), C(C)#N (acetonitrile).